Dataset: the Open Reaction Database (ORD), a public repository of structured organic reaction records. Task: describe an organic reaction: reactants, conditions, products, and yield Starting materials: CCCCCC (hexane), NCCC1=CC=C(OC2CCN(CC2)C(=O)NCCCCCCCC)C=C1 (4-[4-(2-Aminoethyl)phenoxy]N-octyl-1-piperidinecarboxamide), C(C1=CC=CC=C1)OC1=CC=C(OC[C@H]2OC2)C=C1 ((2S)-2-{[4-(benzyloxy)phenoxy]methyl}oxirane). Solvent: ClCCl.CO (dichloromethane methanol). Product: O[C@@H](CNCCC1=CC=C(OC2CCN(CC2)C(=O)NCCCCCCCC)C=C1)COC1=CC=C(C=C1)O (4-[4-(2-{[(2S)-2-Hydroxy-3-(4-hydroxyphenoxy)propyl]amino]ethyl)phenoxy}-N-octyl-1-piperidinecarboxamide). RXN SMILES: [NH2:1][CH2:2][CH2:3][C:4]1[CH:27]=[CH:26][C:7]([O:8][CH:9]2[CH2:14][CH2:13][N:12]([C:15]([NH:17][CH2:18][CH2:19][CH2:20][CH2:21][CH2:22][CH2:23][CH2:24][CH3:25])=[O:16])[CH2:11][CH2:10]2)=[CH:6][CH:5]=1.C([O:35][C:36]1[CH:46]=[CH:45][C:39]([O:40][CH2:41][C@@H:42]2[CH2:44][O:43]2)=[CH:38][CH:37]=1)C1C=CC=CC=1.CCCCCC>ClCCl.CO>[OH:43][C@H:42]([CH2:41][O:40][C:39]1[CH:45]=[CH:46][C:36]([OH:35])=[CH:37][CH:38]=1)[CH2:44][NH:1][CH2:2][CH2:3][C:4]1[CH:5]=[CH:6][C:7]([O:8][CH:9]2[CH2:14][CH2:13][N:12]([C:15]([NH:17][CH2:18][CH2:19][CH2:20][CH2:21][CH2:22][CH2:23][CH2:24][CH3:25])=[O:16])[CH2:11][CH2:10]2)=[CH:26][CH:27]=1 |f:3.4|. Reported procedure: 4-[4-(2-Aminoethyl)phenoxy]N-octyl-1-piperidinecarboxamide (0.825 g, 2.2 mmol) was reacted with (2S)-2-{[4-(benzyloxy)phenoxy]methyl}oxirane (0.564 g, 2.2 mmol) according to Procedure G (eluant: 33:1 going to 9:1 dichloromethane-methanol) to give the title compound following crystallization from hexane (0.533 g, 0.84 mmol). Starting materials: CCOC(=O)CBr, CC#N, [K+], [K+], O=C([O-])[O-], O, OCCCc1cccc(O)c1. The product is CCOC(=O)COc1cccc(CCCO)c1. RXN SMILES: [Br:18][CH2:19][C:20](=[O:21])[O:22][CH2:23][CH3:24].[CH3:26][C:27]#[N:28].[K+:12].[K+:13].[O-:14][C:15]([O-:16])=[O:17].[OH2:25].[OH:1][CH2:2][CH2:3][CH2:4][c:5]1[cH:6][c:7]([OH:11])[cH:8][cH:9][cH:10]1>>[OH:1][CH2:2][CH2:3][CH2:4][c:5]1[cH:6][c:7]([O:11][CH2:19][C:20](=[O:21])[O:22][CH2:23][CH3:24])[cH:8][cH:9][cH:10]1.